This data is from the Open Reaction Database (ORD), a public repository of structured organic reaction records. The task is: describe an organic reaction: reactants, conditions, products, and yield Reactants: C(C1=CC=CC=C1)Br (benzyl bromide), C1(=CC=CC=C1)N1N=C(C(NC1=O)=O)C#N (2-phenyl-3,5-dioxo-2,3,4,5-tetrahydro-1,2,4-triazine-6-carbonitrile), CN(C)C=O (DMF), [H-].[Na+] (NaH). The solvent is O (water). Conditions: time 30 minute. Yields the product C1(=CC=CC=C1)N1N=C(C(N(C1=O)CC1=CC=CC=C1)=O)C#N (2-phenyl-4-benzyl-3,5-dioxo-2,3,4,5-tetrahydro-1,2,4-triazine-6-carbonitrile). Isolated yield 63.4%. RXN SMILES: [C:1]1([N:7]2[C:12](=[O:13])[NH:11][C:10](=[O:14])[C:9]([C:15]#[N:16])=[N:8]2)[CH:6]=[CH:5][CH:4]=[CH:3][CH:2]=1.CN(C=O)C.[H-].[Na+].[CH2:24](Br)[C:25]1[CH:30]=[CH:29][CH:28]=[CH:27][CH:26]=1>O>[C:1]1([N:7]2[C:12](=[O:13])[N:11]([CH2:24][C:25]3[CH:30]=[CH:29][CH:28]=[CH:27][CH:26]=3)[C:10](=[O:14])[C:9]([C:15]#[N:16])=[N:8]2)[CH:2]=[CH:3][CH:4]=[CH:5][CH:6]=1 |f:2.3|. Reported procedure: Intermediate c (9 g, 0.042 mol) was added to DMF (80 mL) under an ice bath. To the mixture was added NaH (1.3 g, 0.054 mmol) in batch under an ice bath. After stirring for 30 min, benzyl bromide (3.1 mL, 0.042 mol) was added dropwise. After the dropwise addition, the reaction was conducted at 50° C. for 4 h. After completion of the reaction, the reaction solution was poured into water (300 mL). A great deal of solid separated out and was filtered by suction. The filtered cake was washed with wat...